From a dataset of the Open Reaction Database (ORD), a public repository of structured organic reaction records. describe an organic reaction: reactants, conditions, products, and yield Reactants: O (water), C(C)(=O)NC(C(=O)OC)CN1CCN(CC1)C (methyl (acetylamino)-3-(4-methyl-piperazin-1-yl)propanoate), [BH4-].[Na+] (sodium borohydride), [BH4-].[Na+] (sodium borohydride), ClCCl (dichloromethane). Run in CO (methanol). Conditions: temperature 20 celsius, time 5 hour. The product is OCC(CN1CCN(CC1)C)NC(C)=O (N-[2-hydroxy-1-(4-methyl-piperazin-1-ylmethyl)ethyl] acetamide). The yield is 31.8%. RXN SMILES: [C:1]([NH:4][CH:5]([CH2:10][N:11]1[CH2:16][CH2:15][N:14]([CH3:17])[CH2:13][CH2:12]1)[C:6](OC)=[O:7])(=[O:3])[CH3:2].[BH4-].[Na+].O.ClCCl>CO>[OH:7][CH2:6][CH:5]([NH:4][C:1](=[O:3])[CH3:2])[CH2:10][N:11]1[CH2:16][CH2:15][N:14]([CH3:17])[CH2:13][CH2:12]1 |f:1.2|. Procedure: A solution under inert atmosphere of 3.27 g of methyl (acetylamino)-3-(4-methyl-piperazin-1-yl)propanoate in 100 mL of anhydrous methanol is cooled at a temperature of about 10° C., then 0.76 g of sodium borohydride are added using a spatula. The reaction medium is stirred for 5 hours at a temperature of about 20° C., then are added again 0.26 g of sodium borohydride and the stirring is carried out for 38 hours. Then, 5 mL of water is dropped into the reaction mass which is heated and concentate... Starting materials: C(C)(C)(C)OC(=O)N1C=C(C2=CC=C(C=C12)N(C)CC1=CC=CC=C1)C(C)(C)C#N (6-(benzyl-methyl-amino)-3-(cyano-dimethyl-methyl)-indole-1-carboxylic acid tert-butyl ester). The solvent is C(Cl)Cl.C(=O)(C(F)(F)F)O (DCM TFA), C(Cl)Cl (DCM). The product is C(C1=CC=CC=C1)N(C1=CC=C2C(=CNC2=C1)CC#N)C ([6-(benzyl-methyl-amino)-1H-indol-3-yl]-acetonitrile). The yield is 88.2%. As a reaction SMILES: C(OC([N:8]1[C:16]2[C:11](=[CH:12][CH:13]=[C:14]([N:17]([CH2:19][C:20]3[CH:25]=[CH:24][CH:23]=[CH:22][CH:21]=3)[CH3:18])[CH:15]=2)[C:10]([C:26]([C:29]#[N:30])(C)C)=[CH:9]1)=O)(C)(C)C>C(Cl)Cl.C(O)(C(F)(F)F)=O.C(Cl)Cl>[CH2:19]([N:17]([CH3:18])[C:14]1[CH:15]=[C:16]2[C:11]([C:10]([CH2:26][C:29]#[N:30])=[CH:9][NH:8]2)=[CH:12][CH:13]=1)[C:20]1[CH:21]=[CH:22][CH:23]=[CH:24][CH:25]=1 |f:1.2|. Procedure: A solution of 6-(benzyl-methyl-amino)-3-(cyano-dimethyl-methyl)-indole-1-carboxylic acid tert-butyl ester (26.4 g, 90%, 58.9 mmol) in DCM-TFA (2:1, 180 mL) was stirred for 20 h at 20° C. Evaporation of solvent gave a crude, which was redissolved in DCM and the solution was washed with water, aqueous sodium bicarbonate and water and dried over MgSO4. Evaporation of solvent gave a solid, which was triturated with hexane to give [6-(benzyl-methyl-amino)-1H-indol-3-yl]-acetonitrile as a solid (14.3 ... Reactants: COc1ccc(I)nc1OC, N#C[Cu]C#N, CN(C)C=O. The product is COc1ccc(C#N)nc1OC. As a reaction SMILES: [CH3:1][O:2][c:3]1[n:4][c:5]([I:11])[cH:6][cH:7][c:8]1[O:9][CH3:10].[Cu:12]([C:13]#[N:14])[C:15]#[N:16].[O:17]=[CH:18][N:19]([CH3:20])[CH3:21]>>[CH3:1][O:2][c:3]1[n:4][c:5]([C:13]#[N:14])[cH:6][cH:7][c:8]1[O:9][CH3:10]. Starting materials: C1COCCN1, CN(C)C=O, Fc1ccc2c(ccc3c[n+]4c5ccccc5ccc4n32)c1, [I-]. Yields the product [I-], c1ccc2c(c1)ccc1n3c(ccc4cc(N5CCOCC5)ccc43)c[n+]21. Reaction SMILES: [CH2:24]1[CH2:25][O:26][CH2:27][CH2:28][NH:29]1.[CH3:30][N:31]([CH3:32])[CH:33]=[O:34].[F:2][c:3]1[cH:4][c:5]2[cH:6][cH:7][c:8]3[n:9]([c:10]2[cH:11][cH:12]1)[c:13]1[n+:14]([c:15]2[cH:16][cH:17][cH:18][cH:19][c:20]2[cH:21][cH:22]1)[cH:23]3.[I-:1]>>[I-:1].[c:3]1([N:29]2[CH2:24][CH2:25][O:26][CH2:27][CH2:28]2)[cH:4][c:5]2[cH:6][cH:7][c:8]3[n:9]([c:10]2[cH:11][cH:12]1)[c:13]1[n+:14]([c:15]2[cH:16][cH:17][cH:18][cH:19][c:20]2[cH:21][cH:22]1)[cH:23]3.